From a dataset of the Open Reaction Database (ORD), a public repository of structured organic reaction records. describe an organic reaction: reactants, conditions, products, and yield The reactants are CCOc1ccc(OCC2CCC(C3CCC(=O)OC3)CC2)c(F)c1F, C1CCOC1, [Li]CCCC, C#C[Si](C)(C)C, CCCCCC, [Cl-], [NH4+]. Product: CCOc1ccc(OCC2CCC(C3CCC(O)(C#C[Si](C)(C)C)OC3)CC2)c(F)c1F. As a reaction SMILES: [CH2:12]([CH3:13])[O:14][c:15]1[c:16]([F:37])[c:17]([F:36])[c:18]([O:19][CH2:20][CH:21]2[CH2:22][CH2:23][CH:24]([CH:27]3[CH2:28][CH2:29][C:30](=[O:33])[O:31][CH2:32]3)[CH2:25][CH2:26]2)[cH:34][cH:35]1.[CH2:40]1[O:41][CH2:42][CH2:43][CH2:44]1.[CH2:7]([Li:8])[CH2:9][CH2:10][CH3:11].[CH3:1][Si:2]([CH3:3])([CH3:4])[C:5]#[CH:6].[CH3:45][CH2:46][CH2:47][CH2:48][CH2:49][CH3:50].[Cl-:38].[NH4+:39]>>[CH3:1][Si:2]([CH3:3])([CH3:4])[C:5]#[C:6][C:30]1([OH:33])[CH2:29][CH2:28][CH:27]([CH:24]2[CH2:23][CH2:22][CH:21]([CH2:20][O:19][c:18]3[c:17]([F:36])[c:16]([F:37])[c:15]([O:14][CH2:12][CH3:13])[cH:35][cH:34]3)[CH2:26][CH2:25]2)[CH2:32][O:31]1. The reactants are [H][H] (hydrogen), S1C=CC=C1 (thiophene), COC1CN(CCC1=O)C(=O)OCC (ethyl 3-methoxy-4-oxo-1-piperidinecarboxylate), C1(=CC=CC=C1)CN(CCCN)CC1=CC=CC=C1 (N,N-bis(phenylmethyl)-1,3-propanediamine). The reagents and catalysts are [Pt] (platinum on activated carbon). Run in CO (methanol). Product: C1(=CC=CC=C1)CN(CCCNC1C(CN(CC1)C(=O)OCC)OC)CC1=CC=CC=C1 ((±)-ethyl 4-[[3-[bis-(phenylmethyl)amino]propyl]amino]-3-methoxy-1-piperidinecarboxylate). Isolated yield 100.7%. As a reaction SMILES: [CH3:1][O:2][CH:3]1[C:8](=O)[CH2:7][CH2:6][N:5]([C:10]([O:12][CH2:13][CH3:14])=[O:11])[CH2:4]1.[C:15]1([CH2:21][N:22]([CH2:27][C:28]2[CH:33]=[CH:32][CH:31]=[CH:30][CH:29]=2)[CH2:23][CH2:24][CH2:25][NH2:26])[CH:20]=[CH:19][CH:18]=[CH:17][CH:16]=1.S1C=CC=C1.[H][H]>CO.[Pt]>[C:28]1([CH2:27][N:22]([CH2:21][C:15]2[CH:20]=[CH:19][CH:18]=[CH:17][CH:16]=2)[CH2:23][CH2:24][CH2:25][NH:26][CH:8]2[CH2:7][CH2:6][N:5]([C:10]([O:12][CH2:13][CH3:14])=[O:11])[CH2:4][CH:3]2[O:2][CH3:1])[CH:29]=[CH:30][CH:31]=[CH:32][CH:33]=1. Procedure: A mixture of ethyl 3-methoxy-4-oxo-1-piperidinecarboxylate (0.248 mol) and N,N-bis(phenylmethyl)-1,3-propanediamine (0.248 mol) in methanol (600 ml) was hydrogenated at 50° C. with platinum on activated carbon (5%, 5 g) as a catalyst in the presence of thiophene (4%, 5 ml). After uptake of hydrogen (1 equivalent), the catalyst was filtered off and the filtrate was evaporated, yielding 109.8 g of (±)-ethyl 4-[[3-[bis-(phenylmethyl)amino]propyl]amino]-3-methoxy-1-piperidinecarboxylate (interm. 1). Solvent: C(Cl)Cl (methylene chloride). Reactants: COC=1C=C(C=C(C1)N1CCSCC1)C=1N=C2C(=NC1)NC=C2C(C(C)(C)C)=O (1-[2-(3-methoxy-5-thiomorpholin-4-yl-phenyl)-5H-pyrrolo[2,3-b]pyrazin-7-yl]-2,2-dimethyl-propan-1-one), C1=CC(=CC(=C1)Cl)C(=O)OO (m-CPBA), crude material. Yields the product COC=1C=C(C=C(C1)N1CCS(CC1)=O)C=1N=C2C(=NC1)NC=C2C(C(C)(C)C)=O (1-{2-[3-methoxy-5-(1-oxo-1lambda*4*-thiomorpholin-4-yl)-phenyl]-5H-pyrrolo[2,3-b]pyrazin-7-yl}-2,2-dimethyl-propan-1-one). The yield is 73.3%. As a reaction SMILES: [CH3:1][O:2][C:3]1[CH:4]=[C:5]([C:15]2[N:16]=[C:17]3[C:23]([C:24](=[O:29])[C:25]([CH3:28])([CH3:27])[CH3:26])=[CH:22][NH:21][C:18]3=[N:19][CH:20]=2)[CH:6]=[C:7]([N:9]2[CH2:14][CH2:13][S:12][CH2:11][CH2:10]2)[CH:8]=1.C1C=C(Cl)C=C(C(OO)=[O:38])C=1>C(Cl)Cl.CO>[CH3:1][O:2][C:3]1[CH:4]=[C:5]([C:15]2[N:16]=[C:17]3[C:23]([C:24](=[O:29])[C:25]([CH3:26])([CH3:28])[CH3:27])=[CH:22][NH:21][C:18]3=[N:19][CH:20]=2)[CH:6]=[C:7]([N:9]2[CH2:10][CH2:11][S:12](=[O:38])[CH2:13][CH2:14]2)[CH:8]=1. The reagents and catalysts are CO (methanol). Reported procedure: To a solution of 1-[2-(3-methoxy-5-thiomorpholin-4-yl-phenyl)-5H-pyrrolo[2,3-b]pyrazin-7-yl]-2,2-dimethyl-propan-1-one (80 mg, 0.195 mmol) in methylene chloride (5 ml) and methanol (5 drops) was added m-CPBA (44 mg, 0.195 mmol). After 1 hour the crude material was loaded onto 2 preparative TLC plates, eluting with 10% methanol in methylene chloride. The product band was collected to afford 61 mg of 1-{2-[3-methoxy-5-(1-oxo-1lambda*4*-thiomorpholin-4-yl)-phenyl]-5H-pyrrolo[2,3-b]pyrazin-7-yl}-2,2... Reactants: [BH4-].[Na+] (sodium borohydride), N1CCOCC1 (morpholine), O=C1CCC(CC1)NC(OC(C)(C)C)=O (tert-butyl 4-oxocyclohexylcarbamate), CO (methanol). Solvent: CC([O-])C.[Ti+4].CC([O-])C.CC([O-])C.CC([O-])C (titanium (IV) isopropoxide). Product: C(C)(C)(C)OC(N[C@@H]1CC[C@@H](CC1)N1CCOCC1)=O (Cis-tert-butyl-4-morpholinocyclohexylcarbamate). Reaction SMILES: [NH:1]1[CH2:6][CH2:5][O:4][CH2:3][CH2:2]1.O=[C:8]1[CH2:13][CH2:12][CH:11]([NH:14][C:15](=[O:21])[O:16][C:17]([CH3:20])([CH3:19])[CH3:18])[CH2:10][CH2:9]1.CO.[BH4-].[Na+]>CC(C)[O-].[Ti+4].CC(C)[O-].CC(C)[O-].CC(C)[O-]>[C:17]([O:16][C:15](=[O:21])[NH:14][C@H:11]1[CH2:10][CH2:9][C@@H:8]([N:1]2[CH2:6][CH2:5][O:4][CH2:3][CH2:2]2)[CH2:13][CH2:12]1)([CH3:20])([CH3:18])[CH3:19] |f:3.4,5.6.7.8.9|. Reported procedure: To a solution of morpholine (4.08 g) and tert-butyl 4-oxocyclohexylcarbamate (10 g) stirred for 24 hours at room temperature in titanium (IV) isopropoxide (27.5 mL), methanol (10 mL) was added followed by careful addition of sodium borohydride (3.55 g). The reaction mixture was quenched with water/NaOH solution, extracted with ether, dried over magnesium sulfate, filtered, and concentrated. The product was separated from the trans isomer and purified by flash chromatography (silica gel, 50%-100%... Starting materials: ClC=1C=C(C=NC1N1C[C@H](NCC1)C)CO ({5-chloro-6-[(3R)-3-methyl-piperazin-1-yl]-pyridin-3-yl}-methanol), ClC1=NC2=C(N1)C(=CC(=C2)C(F)(F)F)[N+](=O)[O-] (2-chloro-7-nitro-5-trifluoromethyl-1H-benzoimidazole). Run in CCO (EtOH). Yields the product ClC=1C=C(C=NC1N1C[C@H](N(CC1)C1=NC2=C(N1)C(=CC(=C2)C(F)(F)F)[N+](=O)[O-])C)CO ({5-Chloro-6-[(3R)-3-methyl-4-(7-nitro-5-trifluoromethyl-1H-benzoimidazol-2-yl)-piperazin-1-yl]-pyridin-3-yl}-methanol). Reaction SMILES: [Cl:1][C:2]1[CH:3]=[C:4]([CH2:15][OH:16])[CH:5]=[N:6][C:7]=1[N:8]1[CH2:13][CH2:12][NH:11][C@H:10]([CH3:14])[CH2:9]1.Cl[C:18]1[NH:22][C:21]2[C:23]([N+:31]([O-:33])=[O:32])=[CH:24][C:25]([C:27]([F:30])([F:29])[F:28])=[CH:26][C:20]=2[N:19]=1>CCO>[Cl:1][C:2]1[CH:3]=[C:4]([CH2:15][OH:16])[CH:5]=[N:6][C:7]=1[N:8]1[CH2:13][CH2:12][N:11]([C:18]2[NH:22][C:21]3[C:23]([N+:31]([O-:33])=[O:32])=[CH:24][C:25]([C:27]([F:29])([F:28])[F:30])=[CH:26][C:20]=3[N:19]=2)[C@H:10]([CH3:14])[CH2:9]1. Reported procedure: A mixture of {5-chloro-6-[(3R)-3-methyl-piperazin-1-yl]-pyridin-3-yl}-methanol (1.21 g, 5.0 mmol, Example 150a) and 2-chloro-7-nitro-5-trifluoromethyl-1H-benzoimidazole (1.33 g, 5.0 mmol, Example 57c) in EtOH (4 mL) reacted under the conditions of Example 3c to give the title compound as a yellow solid. MS (ESI, pos. ion) m/e: 471 (M+1). The yield is 81.3%. As a reaction SMILES: [O:1]1[C:6]2[CH:7]=[C:8]([NH2:12])[C:9]([NH2:11])=[CH:10][C:5]=2[CH2:4][O:3][CH2:2]1.C(O[C:16]([S-])=[S:17])C.[K+].C(O)(=O)C>O>[NH:11]1[C:9]2[CH:10]=[C:5]3[CH2:4][O:3][CH2:2][O:1][C:6]3=[CH:7][C:8]=2[N:12]=[C:16]1[SH:17] |f:1.2|. Run in alcohol, O (water), O (water). Procedure details: 21.2 g of 1,3-benzodioxane-6,7-diamine was dissolved while heating in 300 ml of alcohol, then diluted with 75 ml of water, treated with 23.6 g of potassium ethylxanthate and boiled under reflux overnight. Subsequently, there were added thereto 300 ml of water and at 60°-70° C. 20 ml of glacial acetic acid. After stirring at this temperature for 1 hour, the suspension was cooled, suction filtered and washed with water. 21.6 g (81.2% of theory) of 1,8-dihydro-m-dioxino(5,4-f)benzimidazole-2-thiol ... Yields the product N1C(=NC2=C1C=C1C(=C2)OCOC1)S (1,8-dihydro-m-dioxino(5,4-f)benzimidazole-2-thiol). The reactants are O1COCC2=C1C=C(C(=C2)N)N (1,3-benzodioxane-6,7-diamine), C(C)OC(=S)[S-].[K+] (potassium ethylxanthate), C(C)(=O)O (acetic acid). Run at time 1 hour. Reactants: C(=O)(O)[O-].[Na+] (NaHCO3), C1(CC1)COC1=C(C=CC=C1F)[C@@](CCCCOC)(O)[C@H]1CN(CCC1)C(=O)OC(C)(C)C ((R)-tert-butyl 3-((S)-1-(2-(cyclopropylmethoxy)-3-fluorophenyl)-1-hydroxy-5-methoxypentyl)piperidine-1-carboxylate), crude product. The solvent is C(=O)(C(F)(F)F)O.C(Cl)Cl (TFA CH2Cl2). The product is C1(CC1)COC1=C(C=CC=C1F)[C@@](CCCCOC)(O)[C@H]1CNCCC1 ((S)-1-(2-(cyclopropylmethoxy)-3-fluorophenyl)-5-methoxy-1-((R)-piperidin-3-yl)pentan-1-ol). The yield is 42.5%. RXN SMILES: [CH:1]1([CH2:4][O:5][C:6]2[C:11]([F:12])=[CH:10][CH:9]=[CH:8][C:7]=2[C@:13]([C@@H:21]2[CH2:26][CH2:25][CH2:24][N:23](C(OC(C)(C)C)=O)[CH2:22]2)([OH:20])[CH2:14][CH2:15][CH2:16][CH2:17][O:18][CH3:19])[CH2:3][CH2:2]1.C([O-])(O)=O.[Na+]>C(O)(C(F)(F)F)=O.C(Cl)Cl>[CH:1]1([CH2:4][O:5][C:6]2[C:11]([F:12])=[CH:10][CH:9]=[CH:8][C:7]=2[C@:13]([C@@H:21]2[CH2:26][CH2:25][CH2:24][NH:23][CH2:22]2)([OH:20])[CH2:14][CH2:15][CH2:16][CH2:17][O:18][CH3:19])[CH2:3][CH2:2]1 |f:1.2,3.4|. Procedure: A solution of (R)-tert-butyl 3-((S)-1-(2-(cyclopropylmethoxy)-3-fluorophenyl)-1-hydroxy-5-methoxypentyl)piperidine-1-carboxylate (120 mg) in 20% TFA/CH2Cl2 (20 mL) was stirred at 0° C. for 5 min. The solvent was neutralized by addition of sat'd aq NaHCO3, and the mixture was extracted with CH2Cl2 (3×). The combined organic layers were dried over Na2SO4 and evaporated to give the crude product. LC-MS analysis of the crude product indicated the presence of two isomers (10:1). The crude product was...